Task: describe an organic reaction: reactants, conditions, products, and yield. Dataset: the Open Reaction Database (ORD), a public repository of structured organic reaction records Product: COc1ccc(Cn2ncc3c4c(cnc32)CN(C(=S)Nc2ccccc2)CC4)cc1. The reactants are COc1ccc(Cn2ncc3c4c(cnc32)CNCC4)cc1, ClCCl, S=C=Nc1ccccc1. RXN SMILES: [CH3:1][O:2][c:3]1[cH:4][cH:5][c:6]([CH2:7][n:8]2[n:9][cH:10][c:11]3[c:12]2[n:13][cH:14][c:15]2[c:20]3[CH2:19][CH2:18][NH:17][CH2:16]2)[cH:21][cH:22]1.[Cl:32][CH2:33][Cl:34].[c:23]1([N:29]=[C:30]=[S:31])[cH:24][cH:25][cH:26][cH:27][cH:28]1>>[CH3:1][O:2][c:3]1[cH:4][cH:5][c:6]([CH2:7][n:8]2[n:9][cH:10][c:11]3[c:12]2[n:13][cH:14][c:15]2[c:20]3[CH2:19][CH2:18][N:17]([C:30]([NH:29][c:23]3[cH:24][cH:25][cH:26][cH:27][cH:28]3)=[S:31])[CH2:16]2)[cH:21][cH:22]1.